This data is from the Open Reaction Database (ORD), a public repository of structured organic reaction records. The task is: describe an organic reaction: reactants, conditions, products, and yield Reactants: O=C([O-])[O-], CCc1[nH]c2c(F)ccc(OCC(=O)OC)c2c(=O)c1Cc1ccc(F)cc1, CC(=O)OC(F)(F)Cl, [K+], [K+], O. Product: CCc1nc2c(F)ccc(OCC(=O)OC)c2c(OC(F)F)c1Cc1ccc(F)cc1. RXN SMILES: [C:29](=[O:30])([O-:31])[O-:32].[CH3:1][O:2][C:3]([CH2:4][O:5][c:6]1[c:7]2[c:8](=[O:27])[c:9]([CH2:19][c:20]3[cH:21][cH:22][c:23]([F:26])[cH:24][cH:25]3)[c:10]([CH2:17][CH3:18])[nH:11][c:12]2[c:13]([F:16])[cH:14][cH:15]1)=[O:28].[Cl:35][C:36]([F:37])([F:38])[O:39][C:40](=[O:41])[CH3:42].[K+:33].[K+:34].[OH2:43]>>[CH3:1][O:2][C:3]([CH2:4][O:5][c:6]1[c:7]2[c:8]([O:27][CH:36]([F:37])[F:38])[c:9]([CH2:19][c:20]3[cH:21][cH:22][c:23]([F:26])[cH:24][cH:25]3)[c:10]([CH2:17][CH3:18])[n:11][c:12]2[c:13]([F:16])[cH:14][cH:15]1)=[O:28]. Starting materials: CN(C=NC=1SC(=C(C1C#N)Cl)C#N)C (N,N-dimethyl-N'-(4-chloro-3,5-dicyanothien-2-yl)-formamidine), Cl (hydrochloric acid). Run in C(C)O (ethanol). Yields the product NC=1SC(=C(C1C#N)Cl)C#N (2-amino-4-chloro-3,5-dicyanothiophene). The yield is 92.0%. Reaction SMILES: CN(C)C=[N:4][C:5]1[S:6][C:7]([C:13]#[N:14])=[C:8]([Cl:12])[C:9]=1[C:10]#[N:11].Cl>C(O)C>[NH2:4][C:5]1[S:6][C:7]([C:13]#[N:14])=[C:8]([Cl:12])[C:9]=1[C:10]#[N:11]. Procedure details: A mixture of 5.4 parts of N,N-dimethyl-N'-(4-chloro-3,5-dicyanothien-2-yl)-formamidine, 40 parts of ethanol and 4.5 parts of concentrated hydrochloric acid is heated at the boil for 2 hours and filtered while hot, and the filtrate is poured into 100 parts of water. The precipitate which separates out is filtered off under suction, washed with water and dried. 3.8 g (92% of theory) of 2-amino-4-chloro-3,5-dicyanothiophene are obtained. Isolated yield 77.6%. Yields the product ClC1=CC=C(C=C1)N1C(C(CC1)CN1CCN(CC1)CCOC)=O (1-(4-chlorophenyl)-3-[4-(2-methoxyethyl)piperazine-1-yl]methyl-2-pyrrolidinone). Reactants: ClC1=CC=C(C=C1)N1C(C(CC1)C(=O)O)=O (1-(4-chlorophenyl)-3-carboxy-2-pyrrolidinone), COCCN1CCNCC1 (4-(2-methoxyethyl)piperazine), C=O (paraformaldehyde). RXN SMILES: [Cl:1][C:2]1[CH:7]=[CH:6][C:5]([N:8]2[CH2:12][CH2:11][CH:10]([C:13](O)=O)[C:9]2=[O:16])=[CH:4][CH:3]=1.[CH3:17][O:18][CH2:19][CH2:20][N:21]1[CH2:26][CH2:25][NH:24][CH2:23][CH2:22]1.C=O>CO>[Cl:1][C:2]1[CH:7]=[CH:6][C:5]([N:8]2[CH2:12][CH2:11][CH:10]([CH2:13][N:24]3[CH2:25][CH2:26][N:21]([CH2:20][CH2:19][O:18][CH3:17])[CH2:22][CH2:23]3)[C:9]2=[O:16])=[CH:4][CH:3]=1. Procedure: 3.0 g of 1-(4-chlorophenyl)-3-carboxy-2-pyrrolidinone and 2.32 g of 4-(2-methoxyethyl)piperazine were mixed with 6 ml of methanol. Thereto was added 0.465 g of 80% paraformaldehyde. The mixture was subjected to a reaction for 10.5 hours under refluxing and then cooled to room temperature. Thereto was added 10 ml of methanol, and the insolubles were removed by filtration. The filtrate was concentrated under reduced pressure. The residue was mixed with 15 ml of water. The resulting crystals were c... Run in CO (methanol), CO (methanol). Reactants: [N+](=O)([O-])C=1C=C(C=CC1)C1=NN=C2N1N=CC=C2 (3-nitrophenyl-1,2,4-triazolo[4,3-b-]pyridazine), NN (hydrazine), C(C)O (ethanol). Reagents/catalysts: [Pd] (palladium on carbon). Run at temperature 20 celsius. The product is NC=1C=C(C=CC1)C=1C=CC=2N(N1)C(=NN2)C (6-(3-Aminophenyl)-3-methyl-1,2,4-triazolo[4,3-b]pyridazine). Reaction SMILES: [N+:1]([C:4]1[CH:5]=[C:6]([C:10]2[N:14]3[N:15]=C[CH:17]=[CH:18][C:13]3=[N:12][N:11]=2)[CH:7]=[CH:8][CH:9]=1)([O-])=O.NN.[CH2:21](O)[CH3:22]>[Pd]>[NH2:1][C:4]1[CH:5]=[C:6]([C:10]2[CH:17]=[CH:18][C:13]3[N:12]([C:21]([CH3:22])=[N:15][N:14]=3)[N:11]=2)[CH:7]=[CH:8][CH:9]=1. Procedure details: A 103.0 g portion of 3-methyl-6-(3-nitrophenyl-1,2,4-triazolo[4,3-b-]pyridazine and 1.0 g of 10% palladium on carbon were suspended in 2 liters of ethanol. The mixture was heated to reflux and 140 ml of anhydrous hydrazine added via a syringe pump over 24 hours. The solution was cooled to 20° C., filtered and the filtrate concentrated in vacuo. The residue was dissolved in 3 liters of hot dichloromethane and passed through a short column (200 g) of hydrous magnesium silicate with dichloromethane... Reactants: CCOC(=O)CBr, OCc1cccc(Br)c1, CN(C)C=O, O. Product: CCOC(=O)COCc1cccc(Br)c1. Reaction SMILES: [Br:10][CH2:11][C:12](=[O:13])[O:14][CH2:15][CH3:16].[Br:1][c:2]1[cH:3][c:4]([CH2:5][OH:6])[cH:7][cH:8][cH:9]1.[O:18]=[CH:19][N:20]([CH3:21])[CH3:22].[OH2:17]>>[Br:1][c:2]1[cH:3][c:4]([CH2:5][O:6][CH2:11][C:12](=[O:13])[O:14][CH2:15][CH3:16])[cH:7][cH:8][cH:9]1. Reactants: O=C1CCC(=O)N1Br, ClC(Cl)(Cl)Cl, Cc1ccc([N+](=O)[O-])c([N+](=O)[O-])c1, [W]. The product is O=Cc1ccc([N+](=O)[O-])c([N+](=O)[O-])c1. As a reaction SMILES: [Br:14][N:15]1[C:16](=[O:18])[CH2:19][CH2:20][C:21]1=[O:17].[C:22]([Cl:23])([Cl:24])([Cl:25])[Cl:26].[N+:1](=[O:2])([O-:3])[c:4]1[cH:5][c:6]([CH3:13])[cH:7][cH:8][c:9]1[N+:10](=[O:11])[O-:12].[W:27]>>[N+:1](=[O:2])([O-:3])[c:4]1[cH:5][c:6]([CH:13]=[O:17])[cH:7][cH:8][c:9]1[N+:10](=[O:11])[O-:12].